Dataset: the Open Reaction Database (ORD), a public repository of structured organic reaction records. Task: describe an organic reaction: reactants, conditions, products, and yield Starting materials: BrC=1C=C(N)C=CC1 (m-bromoaniline), C(CC(C)C)ON=O (isoamylnitrite), S1C=CC=C1 (thiophene). The solvent is CCOCC (ether). The product is BrC=1C=C(C=CC1)C=1SC=CC1 (2-(3'-bromophenyl) thiophene). The yield is 34.0%. As a reaction SMILES: [Br:1][C:2]1[CH:3]=[C:4]([CH:6]=[CH:7][CH:8]=1)N.C(ON=O)CC(C)C.[S:17]1[CH:21]=[CH:20][CH:19]=[CH:18]1>CCOCC>[Br:1][C:2]1[CH:3]=[C:4]([C:18]2[S:17][CH:21]=[CH:20][CH:19]=2)[CH:6]=[CH:7][CH:8]=1. Procedure: To a stirred solution of m-bromoaniline (34.4 g; 0.2M) in thiophene (200 mL) was added isoamylnitrite (46.86 g; 0.4M) dropwise over a period of 30 mins. at 0° C. The resulting mixture was cautiously warmed to R.T. and heated to reflux for 16 hours. The reaction mixture was cooled, diluted with 400 mL of ether, washed with 3×100 mL of satd. sodium chloride solution, and dried over anhydrous magnesium sulfate. Solvent and excess thiophene were removed. A solution of the residue in 200 mL of ether ... The reactants are [H-].[Al+3].[Li+].[H-].[H-].[H-] (lithium aluminum hydride), NS(=O)(=O)CCC(C(=O)OCC)(C)C (ethyl 4-aminosulfonyl-2,2-dimethylbutyrate), [H-].[Al+3].[Li+].[H-].[H-].[H-] (lithium aluminum hydride). Solvent: O1CCCC1 (tetrahydrofuran), O1CCCC1 (tetrahydrofuran), O1CCCC1 (tetrahydrofuran). Reaction conditions: time 30 minute. The product is OCC(CCS(=O)(=O)N)(C)C (4-hydroxy-3,3-dimethyl-1-butanesulfonamide). Yield: 77.2%. Reaction SMILES: [H-].[Al+3].[Li+].[H-].[H-].[H-].[NH2:7][S:8]([CH2:11][CH2:12][C:13]([CH3:20])([CH3:19])[C:14](OCC)=[O:15])(=[O:10])=[O:9]>O1CCCC1>[OH:15][CH2:14][C:13]([CH3:20])([CH3:19])[CH2:12][CH2:11][S:8]([NH2:7])(=[O:9])=[O:10] |f:0.1.2.3.4.5|. Reported procedure: To a suspension of 0.35 g of lithium aluminum hydride in 30 ml of tetrahydrofuran being stirred under ice cooling conditions, a solution of 1.5 g of ethyl 4-aminosulfonyl-2,2-dimethylbutyrate in 8 ml of tetrahydrofuran was added dropwise, followed by stirring at 0° C. for 30 minutes and then at room temperature (15° to 20° C.) for 30 minutes. To the reaction mixture was added aqueous tetrahydrofuran to decompose excess lithium aluminum hydride, followed by neutralization with 2 N hydrochloric ac... Starting materials: S(O)(O)(=O)=O (sulfuric acid), CO (methanol), [OH-].[K+] (KOH), C1(CC1)(C(=O)OC)C(=O)OC (dimethyl cyclopropane-1,1-dicarboxylate). Solvent: O (water). Run at time 90 minute. Product: C1(CC1)(C(=O)O)C(=O)O (cyclopropane-1,1-dicarboxylic acid). RXN SMILES: CO.[OH-].[K+].[C:5]1([C:12]([O:14]C)=[O:13])([C:8]([O:10]C)=[O:9])[CH2:7][CH2:6]1.S(=O)(=O)(O)O>O>[C:5]1([C:12]([OH:14])=[O:13])([C:8]([OH:10])=[O:9])[CH2:7][CH2:6]1 |f:1.2|. Reported procedure: In a 4 liter multinecked flask, 800 ml of aqueous saturated K2 SO4 solution (from previous batches, neutralized), 500 ml of methanol and 330 g of KOH (85%, 5.0 mol) are heated and then, at 68° C., over a period of 90 minutes, a 316.2 g amount of dimethyl cyclopropane-1,1-dicarboxylate (2.0 mol) is added gradually. During the postreaction time of 4 hours, some of the methanol distills. After the reaction solution has cooled it is acidified, with cooling, with a 281 g amount of sulfuric acid (96% ... Yields the product Nc1ccc(Oc2ccc3c(c2)CCN(C2CCC2)CC3)nc1. As a reaction SMILES: [CH3:26][CH2:27][OH:28].[CH:1]1([N:5]2[CH2:6][CH2:7][c:8]3[c:9]([cH:12][cH:13][c:14]([O:16][c:17]4[n:18][cH:19][c:20]([N+:23]([O-:24])=[O:25])[cH:21][cH:22]4)[cH:15]3)[CH2:10][CH2:11]2)[CH2:2][CH2:3][CH2:4]1.[Pd:29]>>[CH:1]1([N:5]2[CH2:6][CH2:7][c:8]3[c:9]([cH:12][cH:13][c:14]([O:16][c:17]4[n:18][cH:19][c:20]([NH2:23])[cH:21][cH:22]4)[cH:15]3)[CH2:10][CH2:11]2)[CH2:2][CH2:3][CH2:4]1. Starting materials: CCO, O=[N+]([O-])c1ccc(Oc2ccc3c(c2)CCN(C2CCC2)CC3)nc1, [Pd]. Starting materials: CO, CC(C)(C)OC(=O)NC(C[N+](=O)[O-])c1cccc(C(F)(F)F)c1, [Pd]. Product: CC(C)(C)OC(=O)NC(CN)c1cccc(C(F)(F)F)c1. RXN SMILES: [CH3:24][OH:25].[N+:1]([O-:2])(=[O:3])[CH2:4][CH:5]([c:6]1[cH:7][c:8]([C:12]([F:13])([F:14])[F:15])[cH:9][cH:10][cH:11]1)[NH:16][C:17]([O:18][C:19]([CH3:20])([CH3:21])[CH3:22])=[O:23].[Pd:26]>>[NH2:1][CH2:4][CH:5]([c:6]1[cH:7][c:8]([C:12]([F:13])([F:14])[F:15])[cH:9][cH:10][cH:11]1)[NH:16][C:17]([O:18][C:19]([CH3:20])([CH3:21])[CH3:22])=[O:23]. The reactants are O=C(OC(Cl)(Cl)Cl)OC(Cl)(Cl)Cl, CN1CCC(N)CC1, Nc1ccc2nc(NC3CCc4ccccc43)ccc2c1. Yields the product CN1CCC(NC(=O)Nc2ccc3nc(NC4CCc5ccccc54)ccc3c2)CC1. Reaction SMILES: [C:1]([O:2][C:3]([Cl:4])([Cl:5])[Cl:6])([O:7][C:8]([Cl:9])([Cl:10])[Cl:11])=[O:12].[CH3:13][N:14]1[CH2:15][CH2:16][CH:17]([NH2:20])[CH2:18][CH2:19]1.[CH:21]1([NH:30][c:31]2[n:32][c:33]3[cH:34][cH:35][c:36]([NH2:41])[cH:37][c:38]3[cH:39][cH:40]2)[CH2:22][CH2:23][c:24]2[cH:25][cH:26][cH:27][cH:28][c:29]21>>[C:1](=[O:12])([NH:20][CH:17]1[CH2:16][CH2:15][N:14]([CH3:13])[CH2:19][CH2:18]1)[NH:41][c:36]1[cH:35][cH:34][c:33]2[n:32][c:31]([NH:30][CH:21]3[CH2:22][CH2:23][c:24]4[cH:25][cH:26][cH:27][cH:28][c:29]43)[cH:40][cH:39][c:38]2[cH:37]1. The reactants are CS(=O)C.C(C)(=O)OC(C)=O (DMSO acetic anhydride), CC1(OC[C@@H](O1)[C@@H]2[C@@H]([C@@H]3[C@H](O2)OC(O3)(C)C)O)C (1,2:5,6-di-O-isopropylidene-α-D-glucofuranose), C(C)(=O)OC(C)=O (acetic anhydride). The product is CC1(OC[C@@H](O1)[C@@H]2[C@H]([C@@H]3[C@H](O2)OC(O3)(C)C)O)C (1,2:5,6-di-O-isopropylidene-α-D-allofuranose). RXN SMILES: CS(C)=O.C(OC(=O)C)(=O)C.[CH3:12][C:13]1([CH3:29])[O:17][C@@H:16]([C@H:18]2[O:22][C@@H:21]3[O:23][C:24]([CH3:27])([CH3:26])[O:25][C@@H:20]3[C@H:19]2[OH:28])[CH2:15][O:14]1.C(OC(=O)C)(=O)C>>[CH3:12][C:13]1([CH3:29])[O:17][C@@H:16]([C@H:18]2[O:22][C@@H:21]3[O:23][C:24]([CH3:27])([CH3:26])[O:25][C@@H:20]3[C@@H:19]2[OH:28])[CH2:15][O:14]1 |f:0.1|. Procedure: Sowa, W. and Thomas, G. H. S., (Can. J. of Chem., 1966, Vol. 44, 836-838) used the DMSO/acetic anhydride oxidation of 1,2:5,6-di-O-isopropylidene-α-D-glucofuranose in small scale (10 mmole) using a 20 fold excess of acetic anhydride. The ulose was then reduced providing 1,2:5,6-di-O-isopropylidene-α-D-allofuranose of poor quality, thus the product had to be column purified. Overall this procedure is not suitable for large-scale productions due to the large reagent consumption, two step procedure... Reactants: NC(NCCC[C@@H](NC(C(C1=CC=CC=C1)C1=CC=CC=C1)=O)C(=O)O)=N[N+](=O)[O-] ((R)-N5 -[amino(nitroimino)methyl]-N2 -(diphenylacetyl)-ornithine), COC1=CC=C(C=C1)CCN (4-methoxybenzenethanamine), CN(C)C(=[N+](C)C)ON1C2=C(C=CC=C2)N=N1.[B-](F)(F)(F)F (TBTU). Yields the product NC(NCCC[C@H](NC(C(C1=CC=CC=C1)C1=CC=CC=C1)=O)C(=O)NCCC1=CC=C(C=C1)OC)=N[N+](=O)[O-] (N5 -[Amino(nitroimino)methyl]-N2 -(diphenylacetyl)-N-[2-(4-methoxyphenyl)ethyl]-ornithinamide). Isolated yield 47.0%. Reaction SMILES: [NH2:1][C:2](=[N:27][N+:28]([O-:30])=[O:29])[NH:3][CH2:4][CH2:5][CH2:6][C@H:7]([C:24](O)=[O:25])[NH:8][C:9](=[O:23])[CH:10]([C:17]1[CH:22]=[CH:21][CH:20]=[CH:19][CH:18]=1)[C:11]1[CH:16]=[CH:15][CH:14]=[CH:13][CH:12]=1.[CH3:31][O:32][C:33]1[CH:38]=[CH:37][C:36]([CH2:39][CH2:40][NH2:41])=[CH:35][CH:34]=1.CN(C(ON1N=NC2C=CC=CC1=2)=[N+](C)C)C.[B-](F)(F)(F)F>>[NH2:1][C:2](=[N:27][N+:28]([O-:30])=[O:29])[NH:3][CH2:4][CH2:5][CH2:6][C@@H:7]([C:24]([NH:41][CH2:40][CH2:39][C:36]1[CH:37]=[CH:38][C:33]([O:32][CH3:31])=[CH:34][CH:35]=1)=[O:25])[NH:8][C:9](=[O:23])[CH:10]([C:11]1[CH:12]=[CH:13][CH:14]=[CH:15][CH:16]=1)[C:17]1[CH:18]=[CH:19][CH:20]=[CH:21][CH:22]=1 |f:2.3|. Procedure: Prepared analogously to Example 8a) from (R)-N5 -[amino(nitroimino)methyl]-N2 -(diphenylacetyl)-ornithine, 4-methoxybenzenethanamine and TBTU in a yield of 47% of theory. Procedure: To a solution of 2,5-dichlorothiophenol (179 mg, 1 mmol), [(3S)-3-hydroxy-3-(2-thiazolyl)propyl]carbamic acid 1,1-dimethylethyl ester (258 mg, 1 mmol) and triphenylphosphine (315 mg, 1.2 mmol) in dry tetrahydrofuran (30 ml) at 0° C. under nitrogen, was added diisopropyl azodicarboxylate (243 mg, 0.24 ml, 1.2 mmol) dropwise over 5 minutes. The mixture was stirred at room temperature for 16 h, then concentrated in vacuo to leave a crude yellow gum. Flash chromatography (silica, 15% ethyl acetate i... Run in CCCC(C)C (isohexane), C(C)(=O)OCC (ethyl acetate), O1CCCC1 (tetrahydrofuran). Yield: 20.3%. Conditions: time 16 hour. Starting materials: ClC1=C(C=C(C=C1)Cl)S (2,5-dichlorothiophenol), CC(C)(C)OC(NCC[C@@H](C=1SC=CN1)O)=O ([(3S)-3-hydroxy-3-(2-thiazolyl)propyl]carbamic acid 1,1-dimethylethyl ester), C1(=CC=CC=C1)P(C1=CC=CC=C1)C1=CC=CC=C1 (triphenylphosphine), N(=NC(=O)OC(C)C)C(=O)OC(C)C (diisopropyl azodicarboxylate). The product is CC(C)(C)OC(NCC[C@H](C=1SC=CN1)SC1=C(C=CC(=C1)Cl)Cl)=O ([(3R)-3-[(2,5-Dichlorophenyl)thio]-3-(2-thiazolyl)propyl]carbamic acid 1,1-dimethylethyl ester). Reaction SMILES: [Cl:1][C:2]1[CH:7]=[CH:6][C:5]([Cl:8])=[CH:4][C:3]=1[SH:9].[CH3:10][C:11]([O:14][C:15](=[O:26])[NH:16][CH2:17][CH2:18][C@H:19](O)[C:20]1[S:21][CH:22]=[CH:23][N:24]=1)([CH3:13])[CH3:12].C1(P(C2C=CC=CC=2)C2C=CC=CC=2)C=CC=CC=1.N(C(OC(C)C)=O)=NC(OC(C)C)=O>O1CCCC1.CCCC(C)C.C(OCC)(=O)C>[CH3:13][C:11]([O:14][C:15](=[O:26])[NH:16][CH2:17][CH2:18][C@@H:19]([S:9][C:3]1[CH:4]=[C:5]([Cl:8])[CH:6]=[CH:7][C:2]=1[Cl:1])[C:20]1[S:21][CH:22]=[CH:23][N:24]=1)([CH3:10])[CH3:12]. Starting materials: O=N[O-], Cc1ccc([N+](=O)[O-])c(N)n1, [Na+], O, O=S(=O)(O)O. The product is Cc1ccc([N+](=O)[O-])c(=O)[nH]1. As a reaction SMILES: [N:17]([O-:18])=[O:19].[NH2:1][c:2]1[n:3][c:4]([CH3:11])[cH:5][cH:6][c:7]1[N+:8](=[O:9])[O-:10].[Na+:20].[OH2:21].[S:12]([OH:13])(=[O:14])(=[O:15])[OH:16]>>[c:2]1(=[O:13])[nH:3][c:4]([CH3:11])[cH:5][cH:6][c:7]1[N+:8](=[O:9])[O-:10].